Task: describe an organic reaction: reactants, conditions, products, and yield. Dataset: the Open Reaction Database (ORD), a public repository of structured organic reaction records The reactants are CCOCC (Et2O), CC(C)(C)CN(C([O-])=O)CCN1N=CC(=C1)C=1C=C2[C@@H](C[C@@H](N(C2=CC1)C(C)=O)C)NC1=NC=CC(=C1)F (1,1-dimethylethyl[2-(4-{(2S,4R)-1-acetyl-4-[(4-fluoro-2-pyridinyl)amino]-2-methyl-1,2,3,4-tetrahydro-6-quinolinyl}-1H-pyrazol-1-yl)ethyl]methylcarbamate), Cl (HCl), intermediate 78, FC(C(=O)O)(F)F (trifluoroacetic acid). Run in ClCCl (dichloromethane). Reaction conditions: time 2.5 hour. Product: Cl.C(C)(=O)N1[C@H](C[C@H](C2=CC(=CC=C12)C=1C=NN(C1)CCNC)NC1=NC=CC(=C1)F)C ((2S,4R)-1-acetyl-N-(4-fluoro-2-pyridinyl)-2-methyl-6-{1-[2-(methylamino)ethyl]-1H-pyrazol-4-yl}-1,2,3,4-tetrahydro-4-quinolinamine hydrochloride). Yield: 62.0%. As a reaction SMILES: CC([CH2:5][N:6]([CH2:10][CH2:11][N:12]1[CH:16]=[C:15]([C:17]2[CH:18]=[C:19]3[C:24](=[CH:25][CH:26]=2)[N:23]([C:27](=[O:29])[CH3:28])[C@@H:22]([CH3:30])[CH2:21][C@H:20]3[NH:31][C:32]2[CH:37]=[C:36]([F:38])[CH:35]=[CH:34][N:33]=2)[CH:14]=[N:13]1)C(=O)[O-])(C)C.FC(F)(F)C(O)=O.[ClH:46].CCOCC>ClCCl>[ClH:46].[C:27]([N:23]1[C:24]2[C:19](=[CH:18][C:17]([C:15]3[CH:14]=[N:13][N:12]([CH2:11][CH2:10][NH:6][CH3:5])[CH:16]=3)=[CH:26][CH:25]=2)[C@H:20]([NH:31][C:32]2[CH:37]=[C:36]([F:38])[CH:35]=[CH:34][N:33]=2)[CH2:21][C@@H:22]1[CH3:30])(=[O:29])[CH3:28] |f:5.6|. Procedure: A solution of 1,1-dimethylethyl[2-(4-{(2S,4R)-1-acetyl-4-[(4-fluoro-2-pyridinyl)amino]-2-methyl-1,2,3,4-tetrahydro-6-quinolinyl}-1H-pyrazol-1-yl)ethyl]methylcarbamate (for a preparation see intermediate 78) (36 mg, 0.069 mmol) in dichloromethane (DCM) (4 mL) was treated with trifluoroacetic acid (TFA) (1 mL, 12.98 mmol) and the resulting mixture was stirred at room temperature for 2.5 h then concentrated in vacuo. The residue was loaded onto a 2 g SCX cartridge and eluted with MeOH (45 mL) follo... The reactants are [N+](=[N-])=C (diazomethane), COC(C(=CC)Br)=O (methyl-2-bromo-2-butenoate), C(C)(=O)O (Acetic acid), CC1=CC=C(C=C1)S(=O)(=O)N(C)N=O (DIAZALD). Solvent: C(C)OCC (diethyl ether), C(C)OCC (diethyl ether). Reaction conditions: temperature -78 celsius, time 15 minute. The product is CC=1C=NNC1C(=O)OC (Methyl 4-methyl-1H-pyrazole-5-carboxylate). Reaction SMILES: [N+:1](=[CH2:3])=[N-:2].CC1C=CC(S(N(N=O)C)(=O)=O)=CC=1.[CH3:18][O:19][C:20](=[O:25])[C:21](Br)=[CH:22][CH3:23].C(O)(=O)C>C(OCC)C>[CH3:23][C:22]1[CH:3]=[N:1][NH:2][C:21]=1[C:20]([O:19][CH3:18])=[O:25]. Reported procedure: To a solution of diazomethane (nominally 0.68 g—generated from DIAZALD® (5 g) in diethyl ether (45 ml)) at −78° C. was added a solution of E/Z methyl-2-bromo-2-butenoate (3.58 g) (available from Fluka) in diethyl ether (15 ml), dropwise, over 15 min. The mixture was maintained at −78° C. for 1 h then allowed to warm to 20° C. with stirring overnight. Acetic acid (1 ml) was added to destroy excess diazomethane and the mixture evaporated under reduced pressure. The residue was co-evaporated with t... Reactants: CC(=O)[O-], CC(=O)[O-], CC(=O)[O-], CC(=O)[O-], COc1ccc(-n2c3ccccc3c3cc(C=C(C#N)C#N)ccc32)cc1, CN(C)C=O, N#C[Na], O, [Pb+4]. Product: COc1ccc(-n2c3ccccc3c3cc(C(C#N)=C(C#N)C#N)ccc32)cc1. Reaction SMILES: [C:32]([O-:33])(=[O:34])[CH3:35].[C:36]([O-:37])(=[O:38])[CH3:39].[C:40]([O-:41])(=[O:42])[CH3:43].[C:44]([O-:45])(=[O:46])[CH3:47].[CH3:1][O:2][c:3]1[cH:4][cH:5][c:6](-[n:9]2[c:10]3[cH:11][cH:12][cH:13][cH:14][c:15]3[c:16]3[cH:17][c:18]([CH:22]=[C:23]([C:24]#[N:25])[C:26]#[N:27])[cH:19][cH:20][c:21]23)[cH:7][cH:8]1.[CH3:49][N:50]([CH3:51])[CH:52]=[O:53].[Na:28][C:29]#[N:30].[OH2:31].[Pb+4:48]>>[CH3:1][O:2][c:3]1[cH:4][cH:5][c:6](-[n:9]2[c:10]3[cH:11][cH:12][cH:13][cH:14][c:15]3[c:16]3[cH:17][c:18]([C:22](=[C:23]([C:24]#[N:25])[C:26]#[N:27])[C:29]#[N:30])[cH:19][cH:20][c:21]23)[cH:7][cH:8]1. Reactants: ClC1=NC=CC2=C1NC(N(C2=O)C2=CC=C(C=C2)OCC(F)(F)F)=O (8-chloro-3-[4-(2,2,2-trifluoroethoxy)phenyl]pyrido[3,4-d]pyrimidine-2,4(1H,3H)-dione), ICC (iodoethane), CN(C=O)C (N,N-dimethylformamide), C([O-])([O-])=O.[K+].[K+] (potassium carbonate). Solvent: O (water). Conditions: temperature 80 celsius, time 15 hour. Product: ClC1=NC=CC2=C1N=C(N(C2=O)C2=CC=C(C=C2)OCC(F)(F)F)OCC (8-chloro-2-ethoxy-3-[4-(2,2,2-trifluoroethoxy)phenyl]pyrido[3,4-d]pyrimidin-4(3H)-one). As a reaction SMILES: [Cl:1][C:2]1[C:7]2[NH:8][C:9](=[O:25])[N:10]([C:13]3[CH:18]=[CH:17][C:16]([O:19][CH2:20][C:21]([F:24])([F:23])[F:22])=[CH:15][CH:14]=3)[C:11](=[O:12])[C:6]=2[CH:5]=[CH:4][N:3]=1.I[CH2:27][CH3:28].CN(C)C=O.C(=O)([O-])[O-].[K+].[K+]>O>[Cl:1][C:2]1[C:7]2[N:8]=[C:9]([O:25][CH2:27][CH3:28])[N:10]([C:13]3[CH:14]=[CH:15][C:16]([O:19][CH2:20][C:21]([F:23])([F:22])[F:24])=[CH:17][CH:18]=3)[C:11](=[O:12])[C:6]=2[CH:5]=[CH:4][N:3]=1 |f:3.4.5|. Procedure details: To a mixture of 8-chloro-3-[4-(2,2,2-trifluoroethoxy)phenyl]pyrido[3,4-d]pyrimidine-2,4(1H,3H)-dione (437 mg), iodoethane (0.19 ml) and N,N-dimethylformamide (10 ml) was added potassium carbonate (326 mg) at room temperature, and the mixture was stirred at 80° C. for 15 hr, and allowed to be cooled to room temperature. To the reaction mixture was added water, and the mixture was extracted with ethyl acetate. The extract was washed with saturated brine, and dried over anhydrous magnesium sulfate.... The reactants are S1C=CC2=C1SC=C2 (thieno[2,3-b]thiophene), ClC(=O)C=1C=C(C=CC1)C(C#N)C (2-(3-chloroformyl-phenyl)propionitrile), [Cl-].[Al+3].[Cl-].[Cl-] (aluminium chloride). The solvent is C(Cl)Cl (methylene chloride). Conditions: temperature 25 celsius, time 16 hour. Yields the product S1C(=CC2=C1SC=C2)C(=O)C=2C=C(C=CC2)C(C#N)C (2-{3-(Thieno[2,3-b]thien-2-yl)carbonylphenyl}propionitrile). The yield is 37.2%. Reaction SMILES: [S:1]1[C:5]2[S:6][CH:7]=[CH:8][C:4]=2[CH:3]=[CH:2]1.Cl[C:10]([C:12]1[CH:13]=[C:14]([CH:18]([CH3:21])[C:19]#[N:20])[CH:15]=[CH:16][CH:17]=1)=[O:11].[Cl-].[Al+3].[Cl-].[Cl-]>C(Cl)Cl>[S:1]1[C:5]2[S:6][CH:7]=[CH:8][C:4]=2[CH:3]=[C:2]1[C:10]([C:12]1[CH:13]=[C:14]([CH:18]([CH3:21])[C:19]#[N:20])[CH:15]=[CH:16][CH:17]=1)=[O:11] |f:2.3.4.5|. Procedure: A mixture of thieno[2,3-b]thiophene (23.8 g) and 2-(3-chloroformyl-phenyl)propionitrile (29.6 g) is added dropwise to a suspension of anhydrous aluminium chloride (50 g) in methylene chloride (425 cc). After 16 hours at 25° C., the reaction mixture is heated under reflux for 40 minutes and then, after cooling, distilled water (600 cc) and 12N hydrochloric acid (50 cc) are added. The organic phase is decanted and the aqueous phase is extracted twice with methylene chloride (total 200 cc). The com... Reactants: C(CCC)[Li] (n-butyllithium), C(CC)S (propanethiol), C(C1=CC=CC=C1)N1C[C@H]([C@H](C1)C(=O)OCC)C(=O)N1C(OC[C@@H]1CC1=CC=CC=C1)=O ((S)-N-[(1-Benzyl)-4-(R)-(ethoxycarbonyl)-3-(S)-pyrrolidinylcarbonyl]-4-benzyl-2-oxazolidinone). Solvent: C1CCOC1 (THF), C1CCOC1 (THF). Run at temperature -78 celsius, time 45 minute. The product is C(C1=CC=CC=C1)N1C[C@H]([C@@H](C1)C(=O)OCC)C(=S)CCC (1-Benzyl-3-(S)-(n-propanethiocarbonyl)-4-(S)-(ethoxycarbonyl)pyrrolidine). Reaction SMILES: [CH2:1]([SH:4])[CH2:2][CH3:3].[CH2:5]([Li])[CH2:6][CH2:7]C.[CH2:10]([N:17]1[CH2:21][C@H:20]([C:22]([O:24][CH2:25][CH3:26])=[O:23])[C@H](C(N2[C@@H](CC3C=CC=CC=3)COC2=O)=O)C1)[C:11]1[CH:16]=[CH:15][CH:14]=[CH:13][CH:12]=1>C1COCC1>[CH2:10]([N:17]1[CH2:21][C@@H:20]([C:22]([O:24][CH2:25][CH3:26])=[O:23])[C@H:2]([C:1]([CH2:5][CH2:6][CH3:7])=[S:4])[CH2:3]1)[C:11]1[CH:16]=[CH:15][CH:14]=[CH:13][CH:12]=1. Procedure details: To a cooled (−78° C.) solution of 5.7 g (75.0 mmol) of propanethiol in 250 mL THF was added 34.4 mL n-butyllithium (1.6M, 55.0 mmol) and the solution was stirred for 45 min at −78° C. under nitrogen and then warmed to −10° C. To the resulting white suspension was added a solution of 9.6 g (22.0 mmol) of (S)-N-[(1-Benzyl)-4-(R)-(ethoxycarbonyl)-3-(S)-pyrrolidinylcarbonyl]-4-benzyl-2-oxazolidinone in 250 mL THF. The reaction was stirred for 30 min and then removed from the bath and allowed to warm... The reactants are C(C)(C)(C)OC(=O)C=1C=C2C=CN(C2=CC1)CC(COC1=CC=C(C=C1)CCCCCCCC)=O (tert-butyl-1-[3-(4-octylphenoxy)-2-oxopropyl]indole-5-carboxylate), FC(C(=O)O)(F)F (trifluoroacetic acid). Run in ClCCl (dichloromethane). Run at time 4 hour. Product: C(CCCCCCC)C1=CC=C(OCC(CN2C=CC3=CC(=CC=C23)C(=O)O)=O)C=C1 (1-[3-(4-Octylphenoxy)-2-oxopropyl]indole-5-carboxylic acid). RXN SMILES: C([O:5][C:6]([C:8]1[CH:9]=[C:10]2[C:14](=[CH:15][CH:16]=1)[N:13]([CH2:17][C:18](=[O:35])[CH2:19][O:20][C:21]1[CH:26]=[CH:25][C:24]([CH2:27][CH2:28][CH2:29][CH2:30][CH2:31][CH2:32][CH2:33][CH3:34])=[CH:23][CH:22]=1)[CH:12]=[CH:11]2)=[O:7])(C)(C)C.FC(F)(F)C(O)=O>ClCCl>[CH2:27]([C:24]1[CH:23]=[CH:22][C:21]([O:20][CH2:19][C:18](=[O:35])[CH2:17][N:13]2[C:14]3[C:10](=[CH:9][C:8]([C:6]([OH:7])=[O:5])=[CH:16][CH:15]=3)[CH:11]=[CH:12]2)=[CH:26][CH:25]=1)[CH2:28][CH2:29][CH2:30][CH2:31][CH2:32][CH2:33][CH3:34]. Reported procedure: 0.222 g (0.465 mmol) tert-butyl-1-[3-(4-octylphenoxy)-2-oxopropyl]indole-5-carboxylate is dissolved in 60 ml absolute dichloromethane and mixed with 3.98 g (34.9 mmol) trifluoroacetic acid. Having stirred at room temperature for 4 hours, concentration to dryness is carried out on the rotary evaporator. Two admixtures with hexane and respective concentration to dryness on the rotary evaporator leave as a crude product a brownish solid which is purified on an RP-HPLC column by means of chromatogra... Starting materials: m-phenoxybenzyl ester, ClC1=CC=C(C=C1)N[C@@H](C(C)C)C(=O)O (N-(4-chlorophenyl)valine), CN(C)C1=NC=CC=C1 (dimethylaminopyridine), ClC(C(=O)Cl)(Cl)Cl (trichloroacetyl chloride), CCOCC.O (ether water). The solvent is CCOCC (ether), CCOCC (ether). Yields the product m-phenoxybenzyl ester, ClC(C(=O)N([C@@H](C(C)C)C(=O)O)C1=CC=C(C=C1)Cl)(Cl)Cl (N-trichloroacetyl,N-(4-chlorophenyl)valine). Reaction SMILES: [Cl:1][C:2]1[CH:7]=[CH:6][C:5]([NH:8][C@H:9]([C:13]([OH:15])=[O:14])[CH:10]([CH3:12])[CH3:11])=[CH:4][CH:3]=1.CN(C1C=CC=CN=1)C.[Cl:25][C:26]([Cl:31])([Cl:30])[C:27](Cl)=[O:28].CCOCC.O>CCOCC>[Cl:25][C:26]([Cl:31])([Cl:30])[C:27]([N:8]([C:5]1[CH:4]=[CH:3][C:2]([Cl:1])=[CH:7][CH:6]=1)[C@H:9]([C:13]([OH:15])=[O:14])[CH:10]([CH3:12])[CH3:11])=[O:28] |f:3.4|. Reported procedure: To the m-phenoxybenzyl ester of N-(4-chlorophenyl)valine (1.19 mmole) in ether (4.5 ml), under nitrogen, is added dimethylaminopyridine (4.25 mmole) which is cooled in an ice-bath and then trichloroacetyl chloride (3.58 mmole) in ether added slowly. The reaction mixture is heated at 40° for 3 days. The reaction is worked up with ether/water. The aqueous phase is extracted with ether and then the combined ether phases are washed with water and brine and dried over sodium sulfate. The residue is s... Starting materials: ClC=1C=C2C(CC3(CNC(C3)=O)C2=CC1)=O (5-chlorospiro[indane-1,3'-pyrrolidine]-3,5'-dione), [BH4-].[Na+] (sodium borohydride). Run in CO (methanol), O (water), [OH-].[Na+] (caustic soda). Conditions: time 2 hour. Product: ClC=1C=C2C(CC3(CNC(C3)=O)C2=CC1)O (5-chloro-3 -hydroxyspiro[indane-1,3'-pyrrolidin]-5'-one). RXN SMILES: [Cl:1][C:2]1[CH:3]=[C:4]2[C:13](=[CH:14][CH:15]=1)[C:7]1([CH2:11][C:10](=[O:12])[NH:9][CH2:8]1)[CH2:6][C:5]2=[O:16].[BH4-].[Na+]>CO.O.[OH-].[Na+]>[Cl:1][C:2]1[CH:3]=[C:4]2[C:13](=[CH:14][CH:15]=1)[C:7]1([CH2:11][C:10](=[O:12])[NH:9][CH2:8]1)[CH2:6][CH:5]2[OH:16] |f:1.2,5.6|. Procedure: 210 g of 5-chlorospiro[indane-1,3'-pyrrolidine]-3,5'-dione are dissolved in 2,5 liters of methanol, and a solution of 20 g of sodium borohydride in 250 cc of water and 5 cc of caustic soda solution is added at room temperature at such a rate that the temperature in the reaction vessel does not exceed 25°. The solution is stirred at room temperature for 2 hours, is then poured on ice and extracted several times with chloroform. The 5-chloro-3 -hydroxyspiro[indane-1,3'-pyrrolidin]-5'-one, obtained...